Dataset: the Open Reaction Database (ORD), a public repository of structured organic reaction records. Task: describe an organic reaction: reactants, conditions, products, and yield Reactants: C(=O)(OC(C)(C)C)N1CC(CCC1)CNC1=CC=CC=C1 (N-(1-Boc-Piperidin-3-ylmethyl)-aniline), C(C)(C)N(C(C)C)CC (N,N-diisopropylethylamine), C(CC)(=O)Cl (propionyl chloride). Solvent: C(Cl)Cl (methylene chloride). Run at time 8 hour. Product: C(=O)(OC(C)(C)C)N1CC(CCC1)CN(C(CC)=O)C1=CC=CC=C1 (N-(1-Boc-Piperidin-3-ylmethyl)-N-phenyl-propionamide). The yield is 82.2%. As a reaction SMILES: [C:1]([N:8]1[CH2:13][CH2:12][CH2:11][CH:10]([CH2:14][NH:15][C:16]2[CH:21]=[CH:20][CH:19]=[CH:18][CH:17]=2)[CH2:9]1)([O:3][C:4]([CH3:7])([CH3:6])[CH3:5])=[O:2].C(N(CC)C(C)C)(C)C.[C:31](Cl)(=[O:34])[CH2:32][CH3:33]>C(Cl)Cl>[C:1]([N:8]1[CH2:13][CH2:12][CH2:11][CH:10]([CH2:14][N:15]([C:16]2[CH:21]=[CH:20][CH:19]=[CH:18][CH:17]=2)[C:31](=[O:34])[CH2:32][CH3:33])[CH2:9]1)([O:3][C:4]([CH3:6])([CH3:7])[CH3:5])=[O:2]. Procedure: To a solution of N-(1-Boc-piperidin-3-ylmethyl)-aniline 4 (4.60 g, 15.8 mmol) and N,N-diisopropylethylamine (1.40 mL, 15.8 mmol) in 25 mL of dry methylene chloride was added propionyl chloride (1.40 mL, 15.8 mmol) dropwise at 0° C. After being stirred at room temperature overnight, the reaction mixture was quenched with 30 mL of H2O and extracted with ethyl acetate (3×100 mL). The extracts were combined and washed with aqueous HCl (5%, 20 mL), NaHCO3 (sat., 2×30 mL), brine (50 mL), and dried ove... The reactants are C1COCCN1, CC1OCCN(c2cc(Cl)nc(-n3c(C(F)F)nc4ccccc43)n2)C1C. The product is CC1OCCN(c2cc(N3CCOCC3)nc(-n3c(C(F)F)nc4ccccc43)n2)C1C. Reaction SMILES: [CH2:28]1[CH2:29][O:30][CH2:31][CH2:32][NH:33]1.[Cl:1][c:2]1[n:3][c:4](-[n:16]2[c:17]([CH:25]([F:26])[F:27])[n:18][c:19]3[c:20]2[cH:21][cH:22][cH:23][cH:24]3)[n:5][c:6]([N:8]2[CH:9]([CH3:15])[CH:10]([CH3:14])[O:11][CH2:12][CH2:13]2)[cH:7]1>>[c:2]1([N:33]2[CH2:28][CH2:29][O:30][CH2:31][CH2:32]2)[n:3][c:4](-[n:16]2[c:17]([CH:25]([F:26])[F:27])[n:18][c:19]3[c:20]2[cH:21][cH:22][cH:23][cH:24]3)[n:5][c:6]([N:8]2[CH:9]([CH3:15])[CH:10]([CH3:14])[O:11][CH2:12][CH2:13]2)[cH:7]1. The reactants are CC1(C(C1C=CC(=O)OCC1CC1)C(=O)O)C (2,2-dimethyl-3-(3-cyclopropylmethoxy-3-oxo-1-propenyl) cyclopropane-carboxylic acid), O=C1N(C(C=2CCCCC12)=O)CO ((1,3,4,5,6,7-hexahydro-1,3-dioxo-2H-isoindol-2-yl) methanol). Product: CC1(C(C1C=CC(=O)OCC1CC1)C(=O)O)C (2,2-dimethyl-3-(3-cyclopropylmethoxy-3-oxo-1-propenyl) cyclopropane-carboxylic acid), CC1(C(C1C=CC(=O)OCC1CC1)C(=O)[O-])C (2,2-dimethyl-3-(3-cyclopropylmethoxy-3-oxo-1-propenyl)-cyclopropane-carboxylate). As a reaction SMILES: [CH3:1][C:2]1([CH3:17])[CH:4]([CH:5]=[CH:6][C:7]([O:9][CH2:10][CH:11]2[CH2:13][CH2:12]2)=[O:8])[CH:3]1[C:14]([OH:16])=[O:15].O=C1C2CCCCC=2C(=O)N1CO>>[CH3:1][C:2]1([CH3:17])[CH:4]([CH:5]=[CH:6][C:7]([O:9][CH2:10][CH:11]2[CH2:13][CH2:12]2)=[O:8])[CH:3]1[C:14]([OH:16])=[O:15].[CH3:1][C:2]1([CH3:17])[CH:4]([CH:5]=[CH:6][C:7]([O:9][CH2:10][CH:11]2[CH2:13][CH2:12]2)=[O:8])[CH:3]1[C:14]([O-:16])=[O:15]. Procedure: Using the procedure of Example 9, (1R, cis, ΔZ) 2,2-dimethyl-3-(3-cycloproplymethoxy-3-oxo-propenyl)-cyclopropane-carboxylic acid and (1,3,4,5,6,7-hexahydro-1,3-dioxo-2H-isoindol-2-yl) methanol were reacted to obtain (1,3,4,5,6,7-hexahydro-1,3-dioxo-2H-isoindol-2-yl)-methyl (1R, cis, ΔZ) 2,2-dimethyl-3-(3-cyclopropylmethoxy-3-oxo-1-propenyl)-cyclopropane-carboxylate with a melting point of 102° C. and a specific rotation of [α]D20 =+6.5°±2° (c=0.3% in chloroform). Reactants: COC=O, [H-], [Na+], CC1=C2CCC3C(CCC4(C)C(O)CCC34)C2(C)CCC1=O. The product is CC1=C2CCC3C(CCC4(C)C(O)CCC34)C2(C)CC(=CO)C1=O. RXN SMILES: [CH:23](=[O:24])[O:25][CH3:26].[H-:27].[Na+:28].[OH:1][CH:2]1[C:3]2([CH3:4])[CH:5]([CH2:6][CH2:7]1)[CH:8]1[CH2:9][CH2:10][C:11]3=[C:12]([CH3:22])[C:13](=[O:21])[CH2:14][CH2:15][C:16]3([CH3:17])[CH:18]1[CH2:19][CH2:20]2>>[OH:1][CH:2]1[C:3]2([CH3:4])[CH:5]([CH2:6][CH2:7]1)[CH:8]1[CH2:9][CH2:10][C:11]3=[C:12]([CH3:22])[C:13](=[O:21])[C:14](=[CH:23][OH:24])[CH2:15][C:16]3([CH3:17])[CH:18]1[CH2:19][CH2:20]2. Procedure details: To a solution of the crude product from Step 7 (7 g) and (Bu3Sn)2O (30 mL) in 150 mL of CH2Cl2 cooled at 10° C. was added a solution of Br2 (9.3 g in 30 mL of CH2Cl2). After stirring at r.t. for 30 min. the mixture was diluted with a solution of KF (500 mL, 3N) and 500 mL of Et2O. The solid generated was removed by filtration and the filtrate was separated. The organic layer was dried over MgSO4 and concentrated. The residue was purified by silica gel chromatography eluted with 1:1 hexane/EtOAc ... Isolated yield 72.0%. As a reaction SMILES: [CH3:1][C@:2]([OH:17])([CH2:15][CH3:16])[C@@H:3]([C:5]1[CH:10]=[CH:9][C:8]([S:11]([CH3:14])(=[O:13])=[O:12])=[CH:7][CH:6]=1)[OH:4].O([Sn](CCCC)(CCCC)CCCC)[Sn](CCCC)(CCCC)CCCC.BrBr>C(Cl)Cl.[F-].[K+].CCOCC>[OH:17][C@@:2]([CH3:1])([CH2:15][CH3:16])[C:3]([C:5]1[CH:6]=[CH:7][C:8]([S:11]([CH3:14])(=[O:13])=[O:12])=[CH:9][CH:10]=1)=[O:4] |f:4.5|. The reactants are C[C@@]([C@H](O)C1=CC=C(C=C1)S(=O)(=O)C)(CC)O ((R,S)-2-Methyl-1-(4-methylsulfonylphenyl)-butane-1.2-diol), O([Sn](CCCC)(CCCC)CCCC)[Sn](CCCC)(CCCC)CCCC ((Bu3Sn)2O), BrBr (Br2). Reaction conditions: time 30 minute. Product: O[C@](C(=O)C1=CC=C(C=C1)S(=O)(=O)C)(CC)C ((S)-2-Hydroxy-2-methyl-1-(4-methylsulfonylphenyl)-butan-1-one). The solvent is [F-].[K+] (KF), CCOCC (Et2O), C(Cl)Cl (CH2Cl2). Reactants: COCCOC, COc1cc(C)c(C(=O)c2c(Cl)cccc2Cl)cc1O, FC(F)Cl, O. The product is COc1cc(C)c(C(=O)c2c(Cl)cccc2Cl)cc1OC(F)F. As a reaction SMILES: [CH2:25]([CH2:26][O:27][CH3:28])[O:29][CH3:30].[Cl:1][c:2]1[c:3]([C:4](=[O:5])[c:6]2[c:7]([CH3:15])[cH:8][c:9]([O:13][CH3:14])[c:10]([OH:12])[cH:11]2)[c:16]([Cl:20])[cH:17][cH:18][cH:19]1.[Cl:21][CH:22]([F:23])[F:24].[OH2:31]>>[Cl:1][c:2]1[c:3]([C:4](=[O:5])[c:6]2[c:7]([CH3:15])[cH:8][c:9]([O:13][CH3:14])[c:10]([O:12][CH:22]([F:23])[F:24])[cH:11]2)[c:16]([Cl:20])[cH:17][cH:18][cH:19]1. Starting materials: OC1=CC=NN1C1=NC=CC(=C1)C#N (2-(5-hydroxy-1H-pyrazol-1-yl)pyridine-4-carbonitrile), C(C)C1=C(C=C(C=C1)CO)F ((4-ethyl-3-fluorophenyl)methanol). Product: C(C)C1=C(C=C(C=C1)COC1=CC=NN1C1=NC=CC(=C1)C#N)F (2-[5-[(4-ethyl-3-fluorophenyl)methoxy]pyrazol-1-yl]pyridine-4-carbonitrile). As a reaction SMILES: [OH:1][C:2]1[N:6]([C:7]2[CH:12]=[C:11]([C:13]#[N:14])[CH:10]=[CH:9][N:8]=2)[N:5]=[CH:4][CH:3]=1.[CH2:15]([C:17]1[CH:22]=[CH:21][C:20]([CH2:23]O)=[CH:19][C:18]=1[F:25])[CH3:16]>>[CH2:15]([C:17]1[CH:22]=[CH:21][C:20]([CH2:23][O:1][C:2]2[N:6]([C:7]3[CH:12]=[C:11]([C:13]#[N:14])[CH:10]=[CH:9][N:8]=3)[N:5]=[CH:4][CH:3]=2)=[CH:19][C:18]=1[F:25])[CH3:16]. Procedure: The title compound was prepared from 2-(5-hydroxy-1H-pyrazol-1-yl)pyridine-4-carbonitrile and (4-ethyl-3-fluorophenyl)methanol according to the procedure for the preparation of Example 39, part C. 1H NMR (400 MHz, CDCl3): δ 1.16 (3H, t, J=7.6 Hz), 2.60 (2H, t, J=7.6 Hz), 5.13 (2H, s), 5.66 (1H, d, J=1.2 Hz), 7.02-7.05 (2H, m), 7.14-7.18 (1H, m), 7.34 (1H, d, J=5.2 Hz), 7.50 (1H, d, J=1.2 Hz), 7.96 (1H, s), 8.64 (1H, d, J=4.8 Hz). [M+H] Calc'd for C18H15FN4O, 323. Found, 323.